This data is from the Open Reaction Database (ORD), a public repository of structured organic reaction records. The task is: describe an organic reaction: reactants, conditions, products, and yield Yields the product C1CCC2=CC=CC=C12.CC(=C)C1=CC=CC=C1 (Alpha-Methylstyrene Indan). Starting materials: CC(=C)C1=CC=CC=C1 (Alpha-methylstyrene), [Al+3].[Cl-].[Cl-].[Cl-] (AlCl3), ClCCl (dichloromethane), CC(=C)C1=CC=CC=C1 (AMS), ClCCl (dichloromethane). Procedure details: Alpha-methylstyrene (AMS) (2.0 L, 15.4 mole) is added slowly with stirring over 2 to 3 hours to a mixture of AlCl3 (0.7 g, 5.2 mmole) and dichloromethane (1.0 L, dried over 3 Å molecular sieves) in 4 L beaker, in a drybox at room temperature. After the addition of 1 L AMS, about 0.2 L dichloromethane is added to make up for the solvent evaporated due to the reaction exotherm. After the addition of all AMS, the reaction mixture is deactivated with 0.3 L methanol, washed three times with water, dr... As a reaction SMILES: [CH3:1][C:2]([C:4]1[CH:9]=[CH:8][CH:7]=[CH:6][CH:5]=1)=[CH2:3].[Al+3].[Cl-].[Cl-].[Cl-].Cl[CH2:15]Cl>>[CH2:15]1[C:5]2[C:4](=[CH:9][CH:8]=[CH:7][CH:6]=2)[CH2:2][CH2:3]1.[CH3:3][C:2]([C:4]1[CH:9]=[CH:8][CH:7]=[CH:6][CH:5]=1)=[CH2:1] |f:1.2.3.4,6.7|. Starting materials: COc1ccc(C(=O)CCC(=O)O)cc1C, Cl. The product is COc1ccc(CCCC(=O)O)cc1C. As a reaction SMILES: [CH3:1][O:2][c:3]1[c:4]([CH3:16])[cH:5][c:6]([C:9]([CH2:10][CH2:11][C:12](=[O:13])[OH:14])=[O:15])[cH:7][cH:8]1.[ClH:17]>>[CH3:1][O:2][c:3]1[c:4]([CH3:16])[cH:5][c:6]([CH2:9][CH2:10][CH2:11][C:12](=[O:13])[OH:14])[cH:7][cH:8]1. Reaction SMILES: [Br:32][CH2:33][CH2:34][CH2:35][NH:36][C:37]([O:38][C:39]([CH3:40])([CH3:41])[CH3:42])=[O:43].[CH3:1][n:2]1[n:3][cH:4][c:5]([NH:27][CH:28]=[O:29])[c:6]1[NH:7][C:8]([c:9]1[cH:10][cH:11][cH:12][cH:13][cH:14]1)([c:15]1[cH:16][cH:17][cH:18][cH:19][cH:20]1)[c:21]1[cH:22][cH:23][cH:24][cH:25][cH:26]1.[CH3:50][N:51]([CH3:52])[CH:53]=[O:54].[H-:30].[I-:56].[K+:49].[Na+:31].[Na+:55].[S:44]([O-:45])([OH:46])(=[O:47])=[O:48]>>[CH3:1][n:2]1[n:3][cH:4][c:5]([N:27]([CH:28]=[O:29])[CH2:33][CH2:34][CH2:35][NH:36][C:37]([O:38][C:39]([CH3:40])([CH3:41])[CH3:42])=[O:43])[c:6]1[NH:7][C:8]([c:9]1[cH:10][cH:11][cH:12][cH:13][cH:14]1)([c:15]1[cH:16][cH:17][cH:18][cH:19][cH:20]1)[c:21]1[cH:22][cH:23][cH:24][cH:25][cH:26]1. The reactants are CC(C)(C)OC(=O)NCCCBr, Cn1ncc(NC=O)c1NC(c1ccccc1)(c1ccccc1)c1ccccc1, CN(C)C=O, [H-], [I-], [K+], [Na+], [Na+], O=S(=O)([O-])O. Yields the product Cn1ncc(N(C=O)CCCNC(=O)OC(C)(C)C)c1NC(c1ccccc1)(c1ccccc1)c1ccccc1.